This data is from the Open Reaction Database (ORD), a public repository of structured organic reaction records. The task is: describe an organic reaction: reactants, conditions, products, and yield The reactants are CC(C)(C)OC(=O)N1CCC(C#N)(c2ccccn2)CC1, Cl, C1COCCO1. The product is Cl, N#CC1(c2ccccn2)CCNCC1. Reaction SMILES: [C:1]([O:2][C:3](=[O:4])[N:8]1[CH2:9][CH2:10][C:11]([c:14]2[n:15][cH:16][cH:17][cH:18][cH:19]2)([C:20]#[N:21])[CH2:12][CH2:13]1)([CH3:5])([CH3:6])[CH3:7].[ClH:22].[O:23]1[CH2:24][CH2:25][O:26][CH2:27][CH2:28]1>>[ClH:22].[NH:8]1[CH2:9][CH2:10][C:11]([c:14]2[n:15][cH:16][cH:17][cH:18][cH:19]2)([C:20]#[N:21])[CH2:12][CH2:13]1. Product: Cc1c(-c2ccc(Cl)cc2)c2cc(OC(C)(C)C(=O)O)ccc2n1C. Reaction SMILES: [Br:20][C:21]([C:22](=[O:23])[OH:24])([CH3:25])[CH3:26].[CH3:27][OH:28].[CH:29]([Cl:30])([Cl:31])[Cl:32].[Cl:1][c:2]1[cH:3][cH:4][c:5](-[c:8]2[c:9]([CH3:19])[n:10]([CH3:18])[c:11]3[cH:12][cH:13][c:14]([OH:17])[cH:15][c:16]23)[cH:6][cH:7]1>>[Cl:1][c:2]1[cH:3][cH:4][c:5](-[c:8]2[c:9]([CH3:19])[n:10]([CH3:18])[c:11]3[cH:12][cH:13][c:14]([O:17][C:21]([C:22](=[O:23])[OH:24])([CH3:25])[CH3:26])[cH:15][c:16]23)[cH:6][cH:7]1. Starting materials: CC(C)(Br)C(=O)O, CO, ClC(Cl)Cl, Cc1c(-c2ccc(Cl)cc2)c2cc(O)ccc2n1C. The reactants are FC(C(=O)C1=CC=C(C=C1)OCCCC(F)(F)F)(F)F (2,2,2-Trifluoro-1-(4-(4,4,4-trifluorobutoxy)phenyl)ethanone), FC(CCCOC1=CC=C(C=O)C=C1)(F)F (4-(4,4,4-Trifluorobutoxy)benzaldehyde), FC(CCCCCOC1=CC=C(C=O)C=C1)(F)F (4-(6,6,6-Trifluorohexyloxy)benzaldehyde). Yields the product FC(C(=O)C1=CC=C(C=C1)OCCCCCC(F)(F)F)(F)F (2,2,2-Trifluoro-1-(4-(6,6,6-trifluorohexyloxy)phenyl)ethanone). Reaction SMILES: [F:1][C:2]([F:20])([F:19])[C:3]([C:5]1[CH:10]=[CH:9][C:8]([O:11][CH2:12][CH2:13][CH2:14][C:15](F)(F)F)=[CH:7][CH:6]=1)=[O:4].[F:21][C:22]([F:36])([F:35])[CH2:23]CCOC1C=CC(C=O)=CC=1.FC(F)(F)CCCCCOC1C=CC(C=O)=CC=1>>[F:1][C:2]([F:20])([F:19])[C:3]([C:5]1[CH:10]=[CH:9][C:8]([O:11][CH2:12][CH2:13][CH2:14][CH2:15][CH2:23][C:22]([F:36])([F:35])[F:21])=[CH:7][CH:6]=1)=[O:4]. Reported procedure: Intermediate 8B was prepared using a procedure analogous to Intermediate 2C except that Intermediate 2A was replaced with Intermediate 8A. 1H NMR (500 MHz, CDCl3) δ 8.06-8.02 (m, 2H), 6.99-6.97 (m, 1H), 4.08 (t, J=6.2 Hz, 2H), 2.19-2.06 (m, 2H), 1.92-1.82 (m, 2H), 1.71-1.55 (m, 4H). Isolated yield 50.0%. The reactants are CC1=C(C=2C(=NC=CC2)N1C(C)C(CC)=O)C(=O)OC(C)(C)C (tert-butyl 2-methyl-1-(3-oxopentan-2-yl)-1H-pyrrolo[2,3-b]pyridine-3-carboxylate), [BH4-].[Na+] (NaBH4). Conditions: temperature 25 celsius, time 2 hour. Yields the product OC(C(C)N1C(=C(C=2C1=NC=CC2)C(=O)OC(C)(C)C)C)CC (tert-butyl 1-(3-hydroxypentan-2-yl)-2-methyl-1H-pyrrolo[2,3-b]pyridine-3-carboxylate). Run in CO (CH3OH). Reported procedure: To tert-butyl 2-methyl-1-(3-oxopentan-2-yl)-1H-pyrrolo[2,3-b]pyridine-3-carboxylate (100 mg, 0.32 mmol) in CH3OH (2 ml) were added NaBH4 (35.9 mg, 0.95 mmol) at 0° C. The mixture was allowed to warm 25° C. with stir for 2 h. After the reaction completed, the solution was concentrated under vacuum and the solid was partitioned between EtOAc and H2O. The organic was separated, dried over Na2SO4 and evaporated under reduced pressure to give tert-butyl 1-(3-hydroxypentan-2-yl)-2-methyl-1H-pyrrolo[2,... As a reaction SMILES: [CH3:1][C:2]1[N:10]([CH:11]([C:13](=[O:16])[CH2:14][CH3:15])[CH3:12])[C:5]2=[N:6][CH:7]=[CH:8][CH:9]=[C:4]2[C:3]=1[C:17]([O:19][C:20]([CH3:23])([CH3:22])[CH3:21])=[O:18].[BH4-].[Na+]>CO>[OH:16][CH:13]([CH2:14][CH3:15])[CH:11]([N:10]1[C:5]2=[N:6][CH:7]=[CH:8][CH:9]=[C:4]2[C:3]([C:17]([O:19][C:20]([CH3:22])([CH3:21])[CH3:23])=[O:18])=[C:2]1[CH3:1])[CH3:12] |f:1.2|. Reactants: C(C)N(S(=O)(=O)C=1C=C(C=CC1Cl)C(CCl)=O)CC (3'-diethylsulfamoyl-2,4'-dichloroacetophenone), CNC(=S)NC (1,3-dimethylthiourea). Product: Cl.ClC1=C(C=C(C=C1)C1(N(C(SC1)=NC)C)O)S(N(CC)CC)(=O)=O (4-(4-Chloro-3-diethylsulfamoylphenyl)-3-methyl-2-methylimino-1,3-thiazolidine-4-ol-hydrochloride). RXN SMILES: [CH2:1]([N:3]([CH2:18][CH3:19])[S:4]([C:7]1[CH:8]=[C:9]([C:14](=[O:17])[CH2:15]Cl)[CH:10]=[CH:11][C:12]=1[Cl:13])(=[O:6])=[O:5])[CH3:2].[CH3:20][NH:21][C:22]([NH:24][CH3:25])=[S:23]>>[ClH:13].[Cl:13][C:12]1[CH:11]=[CH:10][C:9]([C:14]2([OH:17])[CH2:15][S:23][C:22](=[N:21][CH3:20])[N:24]2[CH3:25])=[CH:8][C:7]=1[S:4](=[O:6])(=[O:5])[N:3]([CH2:18][CH3:19])[CH2:1][CH3:2] |f:2.3|. Procedure details: 4.8g of 3'-diethylsulfamoyl-2,4'-dichloroacetophenone and 1.5 g of 1,3-dimethylthiourea were reacted as prescribed in Example 23 and the crystalline end product was filtered off. Melting point: 165° C (decomposition). Starting materials: C1COCCOCCOCCOCCO1, CCOC(=O)c1c(Cl)[nH]c(-c2ccccc2)c1F, [H-], [Na+], C1CCOC1, O=S(=O)(Cl)c1ccccc1. The product is CCOC(=O)c1c(F)c(-c2ccccc2)n(S(=O)(=O)c2ccccc2)c1Cl. As a reaction SMILES: [CH2:21]1[O:22][CH2:23][CH2:24][O:25][CH2:26][CH2:27][O:28][CH2:29][CH2:30][O:31][CH2:32][CH2:33][O:34][CH2:35]1.[Cl:1][c:2]1[nH:3][c:4](-[c:13]2[cH:14][cH:15][cH:16][cH:17][cH:18]2)[c:5]([F:12])[c:6]1[C:7](=[O:8])[O:9][CH2:10][CH3:11].[H-:19].[Na+:20].[O:46]1[CH2:47][CH2:48][CH2:49][CH2:50]1.[c:36]1([S:42](=[O:43])(=[O:44])[Cl:45])[cH:37][cH:38][cH:39][cH:40][cH:41]1>>[Cl:1][c:2]1[n:3]([S:42]([c:36]2[cH:37][cH:38][cH:39][cH:40][cH:41]2)(=[O:43])=[O:44])[c:4](-[c:13]2[cH:14][cH:15][cH:16][cH:17][cH:18]2)[c:5]([F:12])[c:6]1[C:7](=[O:8])[O:9][CH2:10][CH3:11].